From a dataset of the Open Reaction Database (ORD), a public repository of structured organic reaction records. describe an organic reaction: reactants, conditions, products, and yield Reactants: CCO, CN(C)c1cc2c(Cl)ncnc2cn1, ClCCl, N#CC(c1ccccc1)c1ccc(N)cc1. Yields the product Cl, CN(C)c1cc2c(Nc3ccc(C(C#N)c4ccccc4)cc3)ncnc2cn1. RXN SMILES: [CH3:34][CH2:35][OH:36].[Cl:1][c:2]1[c:3]2[c:4]([n:5][cH:6][n:7]1)[cH:8][n:9][c:10]([N:12]([CH3:13])[CH3:14])[cH:11]2.[Cl:31][CH2:32][Cl:33].[NH2:15][c:16]1[cH:17][cH:18][c:19]([CH:22]([C:23]#[N:24])[c:25]2[cH:26][cH:27][cH:28][cH:29][cH:30]2)[cH:20][cH:21]1>>[ClH:1].[c:2]1([NH:15][c:16]2[cH:17][cH:18][c:19]([CH:22]([C:23]#[N:24])[c:25]3[cH:26][cH:27][cH:28][cH:29][cH:30]3)[cH:20][cH:21]2)[c:3]2[c:4]([n:5][cH:6][n:7]1)[cH:8][n:9][c:10]([N:12]([CH3:13])[CH3:14])[cH:11]2. The reactants are CCN(C(C)C)C(C)C, ClCCl, O=S(=O)(OS(=O)(=O)C(F)(F)F)C(F)(F)F, CC(OC(=O)OCc1ccc([N+](=O)[O-])cc1)C1C(=O)N2C(C(=O)OCc3ccc([N+](=O)[O-])cc3)C(=O)CC12, Nc1nc(C2CC(S)CN2C(=O)OCc2ccc([N+](=O)[O-])cc2)cs1. The product is CC(OC(=O)OCc1ccc([N+](=O)[O-])cc1)C1C(=O)N2C(C(=O)OCc3ccc([N+](=O)[O-])cc3)=C(SC3CC(c4csc(N)n4)N(C(=O)OCc4ccc([N+](=O)[O-])cc4)C3)CC12. Reaction SMILES: [CH:39]([N:40]([CH:41]([CH3:42])[CH3:43])[CH2:44][CH3:45])([CH3:46])[CH3:47].[Cl:88][CH2:89][Cl:90].[F:48][C:49]([S:50]([O:51][S:52]([C:53]([F:54])([F:55])[F:56])(=[O:57])=[O:58])(=[O:59])=[O:60])([F:61])[F:62].[N+:1](=[O:2])([O-:3])[c:4]1[cH:5][cH:6][c:7]([CH2:8][O:9][C:10](=[O:11])[O:12][CH:13]([CH3:14])[CH:15]2[CH:16]3[CH2:17][C:18](=[O:36])[CH:19]([C:23](=[O:24])[O:25][CH2:26][c:27]4[cH:28][cH:29][c:30]([N+:33](=[O:34])[O-:35])[cH:31][cH:32]4)[N:20]3[C:21]2=[O:22])[cH:37][cH:38]1.[NH2:63][c:64]1[s:65][cH:66][c:67]([CH:69]2[N:70]([C:75](=[O:76])[O:77][CH2:78][c:79]3[cH:80][cH:81][c:82]([N+:85](=[O:86])[O-:87])[cH:83][cH:84]3)[CH2:71][CH:72]([SH:74])[CH2:73]2)[n:68]1>>[N+:1](=[O:2])([O-:3])[c:4]1[cH:5][cH:6][c:7]([CH2:8][O:9][C:10](=[O:11])[O:12][CH:13]([CH3:14])[CH:15]2[CH:16]3[CH2:17][C:18]([S:74][CH:72]4[CH2:71][N:70]([C:75](=[O:76])[O:77][CH2:78][c:79]5[cH:80][cH:81][c:82]([N+:85](=[O:86])[O-:87])[cH:83][cH:84]5)[CH:69]([c:67]5[cH:66][s:65][c:64]([NH2:63])[n:68]5)[CH2:73]4)=[C:19]([C:23](=[O:24])[O:25][CH2:26][c:27]4[cH:28][cH:29][c:30]([N+:33](=[O:34])[O-:35])[cH:31][cH:32]4)[N:20]3[C:21]2=[O:22])[cH:37][cH:38]1.